From a dataset of the Open Reaction Database (ORD), a public repository of structured organic reaction records. describe an organic reaction: reactants, conditions, products, and yield Starting materials: solution, Cl (HCl), C(N)(=O)[C@H]1N(CSC1(C)C)C(=O)OC(C)(C)C ((R)-tert-butyl 4-carbamoyl-5,5-dimethylthiazolidine-3-carboxylate). Solvent: O1CCOCC1 (dioxane). Product: Cl.CC1([C@H](NCS1)C(=O)N)C ((R)-5,5-Dimethylthiazolidine-4-carboxamide hydrochloride). RXN SMILES: [C:1]([C@@H:4]1[C:8]([CH3:10])([CH3:9])[S:7][CH2:6][N:5]1C(OC(C)(C)C)=O)(=[O:3])[NH2:2].[ClH:18]>O1CCOCC1>[ClH:18].[CH3:9][C:8]1([CH3:10])[S:7][CH2:6][NH:5][C@@H:4]1[C:1]([NH2:2])=[O:3] |f:3.4|. Reported procedure: In analogy to the procedure described in Example 82 a), (R)-tert-butyl 4-carbamoyl-5,5-dimethylthiazolidine-3-carboxylate was treated with a 4 M solution of HCl in dioxane to give the title compound as yellow solid which was sufficiently pure to be used in the next step; MS (EI): m/e=161.2 [(M-Cl)H+]. Reactants: CS(=O)(=O)O, ClC(Cl)Cl, Cc1nc(Cl)c(COCc2ccccc2)[nH]1, [Na+], [OH-]. Yields the product Cc1nc(Cl)c(CO)[nH]1. As a reaction SMILES: [CH3:17][S:18](=[O:19])(=[O:20])[OH:21].[CH:24]([Cl:25])([Cl:26])[Cl:27].[Cl:1][c:2]1[n:3][c:4]([CH3:16])[nH:5][c:6]1[CH2:7][O:8][CH2:9][c:10]1[cH:11][cH:12][cH:13][cH:14][cH:15]1.[Na+:23].[OH-:22]>>[Cl:1][c:2]1[n:3][c:4]([CH3:16])[nH:5][c:6]1[CH2:7][OH:8]. Reactants: NC=1SC=C(N1)C1=CC=C(C=C1)CCNC(OC1=CC=CC=C1)=O (phenyl N-{2-{4-(amino-4-thiazolyl)phenyl}ethyl}carbamate), ( a ), C(CCC)NCCCC (dibutylamine). The solvent is CS(=O)C (DMSO). The product is NC=1SC=C(N1)C1=CC=C(C=C1)CCNC(=O)N(CCCC)CCCC (N-{2-{4-(2-Amino-4-thiazolyl)phenyl}ethyl}-N',N'-dibutylurea). As a reaction SMILES: [NH2:1][C:2]1[S:3][CH:4]=[C:5]([C:7]2[CH:12]=[CH:11][C:10]([CH2:13][CH2:14][NH:15][C:16](=[O:24])OC3C=CC=CC=3)=[CH:9][CH:8]=2)[N:6]=1.[CH2:25]([NH:29][CH2:30][CH2:31][CH2:32][CH3:33])[CH2:26][CH2:27][CH3:28]>CS(C)=O>[NH2:1][C:2]1[S:3][CH:4]=[C:5]([C:7]2[CH:8]=[CH:9][C:10]([CH2:13][CH2:14][NH:15][C:16]([N:29]([CH2:30][CH2:31][CH2:32][CH3:33])[CH2:25][CH2:26][CH2:27][CH3:28])=[O:24])=[CH:11][CH:12]=2)[N:6]=1. Reported procedure: The title compound: A solution of phenyl N-{2-{4-(amino-4-thiazolyl)phenyl}ethyl}carbamate (200 mg, 0.59 mmol), prepared in the preceding section (a), and dibutylamine (76.0 mg, 0.59 mmol) in DMSO (1 mL) was stirred at room temperature for 3 d. The reaction mixture was diluted with EtOAc (30 mL) and washed with aqueous saturated NaHCO3 (2×30 mL). The aqueous layers were back extracted with EtOAc (30 mL). The combined organic extracts were dried (MgSO4) then concentrated under reduced pressure. T... The reactants are C(C)(C)(C)OC(N[C@@H]1CN([C@@H](C1)CNC(=O)OC(C)(C)C)C(C(F)(F)F)=O)=O ([5-(S)-(tert-Butoxycarbonylamino-methyl)-1-(2,2,2-trifluoro-acetyl)-pyrrolidin-3-(S)-yl]-carbamic acid tert-butyl ester), O[Li].O (LiOH.H2O). Solvent: O1CCOCC1 (1,4-dioxane). Run at time 16 hour. Yields the product C(C)(C)(C)OC(N[C@@H]1CN[C@@H](C1)CNC(=O)OC(C)(C)C)=O ([5-(S)-(tert-Butoxycarbonylamino-methyl)-pyrrolidin-3-(S)-yl]-carbamic acid tert-butyl ester). As a reaction SMILES: [C:1]([O:5][C:6](=[O:28])[NH:7][C@H:8]1[CH2:12][C@@H:11]([CH2:13][NH:14][C:15]([O:17][C:18]([CH3:21])([CH3:20])[CH3:19])=[O:16])[N:10](C(=O)C(F)(F)F)[CH2:9]1)([CH3:4])([CH3:3])[CH3:2].O[Li].O>O1CCOCC1>[C:1]([O:5][C:6](=[O:28])[NH:7][C@H:8]1[CH2:12][C@@H:11]([CH2:13][NH:14][C:15]([O:17][C:18]([CH3:21])([CH3:20])[CH3:19])=[O:16])[NH:10][CH2:9]1)([CH3:3])([CH3:4])[CH3:2] |f:1.2|. Procedure: To a stirred solution of 327 (16.0 mmol) in 1,4-dioxane (120 mL) was added LiOH.H2O (32.0 mmol, 2 equiv). The suspension was allowed to stir at room temperature for 16 h at which point TLC indicated complete consumption of starting material (KMnO4 stain for S.M.). The reaction was diluted with THF (120 mL), filtered through a glass frit and concentrated. The resulting syrup was diluted with THF/CHCl3 (1:1, 200 mL) and washed with saturated NaHCO3 (100 mL), brine (100 mL), dried (MgSO4), and puri... The reactants are ClC1=NC=CC(=C1)NC(=O)C1=CN=C2N1N=C(C=C2N(CC2=CC=C(C=C2)OC)C2CC2)NC2CCSCC2 (N-(2-chloropyridin-4-yl)-8-(cyclopropyl(4-methoxybenzyl)amino)-6-(tetrahydro-2H-thiopyran-4-ylamino)imidazo[1,2-b]pyridazine-3-carboxamide), C(=O)(C(F)(F)F)O (TFA). The solvent is CO (MeOH), C(Cl)Cl (DCM). Conditions: time 1 hour. The product is ClC1=NC=CC(=C1)NC(=O)C1=CN=C2N1N=C(C=C2NC2CC2)NC2CCSCC2 (N-(2-chloropyridin-4-yl)-8-(cyclopropylamino)-6-(tetrahydro-2H-thiopyran-4-ylamino)imidazo[1,2-b]pyridazine-3-carboxamide). Isolated yield 13.6%. Reaction SMILES: [Cl:1][C:2]1[CH:7]=[C:6]([NH:8][C:9]([C:11]2[N:15]3[N:16]=[C:17]([NH:33][CH:34]4[CH2:39][CH2:38][S:37][CH2:36][CH2:35]4)[CH:18]=[C:19]([N:20]([CH:30]4[CH2:32][CH2:31]4)CC4C=CC(OC)=CC=4)[C:14]3=[N:13][CH:12]=2)=[O:10])[CH:5]=[CH:4][N:3]=1.C(O)(C(F)(F)F)=O>C(Cl)Cl.CO>[Cl:1][C:2]1[CH:7]=[C:6]([NH:8][C:9]([C:11]2[N:15]3[N:16]=[C:17]([NH:33][CH:34]4[CH2:39][CH2:38][S:37][CH2:36][CH2:35]4)[CH:18]=[C:19]([NH:20][CH:30]4[CH2:32][CH2:31]4)[C:14]3=[N:13][CH:12]=2)=[O:10])[CH:5]=[CH:4][N:3]=1. Procedure details: A solution of N-(2-chloropyridin-4-yl)-8-(cyclopropyl(4-methoxybenzyl)amino)-6-(tetrahydro-2H-thiopyran-4-ylamino)imidazo[1,2-b]pyridazine-3-carboxamide (27 mg, 0.048 mmol) in DCM (0.5 mL) was treated with TFA (1.0 mL, 12.98 mmol) and stirred at room temperature for 1 hour and then concentrated to dryness. The crude reaction product was dissolved in a small amount of MeOH and purified by reversed phase HPLC (YMC ODS-A 5 um 30×250 mm, 10-90% aqueous methanol containing 0.1% TFA, 25 mL/min, 30 min...